Dataset: the Open Reaction Database (ORD), a public repository of structured organic reaction records. Task: describe an organic reaction: reactants, conditions, products, and yield As a reaction SMILES: [CH2:25]([OH:26])[CH3:27].[CH3:16][C:17](=[O:18])[O-:19].[CH3:1][CH:2]1[C:3](=[O:11])[c:4]2[cH:5][cH:6][cH:7][cH:8][c:9]2[CH2:10]1.[CH3:21][CH2:22][OH:23].[ClH:12].[NH2:13][OH:14].[Na+:15].[OH2:20].[OH2:24]>>[CH3:1][CH:2]1[C:3](=[N:13][OH:14])[c:4]2[cH:5][cH:6][cH:7][cH:8][c:9]2[CH2:10]1. Reactants: CCO, CC(=O)[O-], CC1Cc2ccccc2C1=O, CCO, Cl, NO, [Na+], O, O. The product is CC1Cc2ccccc2C1=NO. The product is ClC1=NC(=CC2=CC=CC=C12)Cl (1,3-Dichloroisoquinoline). Reactants: C1(CC=2C(C(N1)=O)=CC=CC2)=O (homophthalimide), [Cl-].[Cl-].C1(=CC=CC=C1)P([O-])([O-])=O (phenylphosphonate dichloride), C([O-])([O-])=O.[Na+].[Na+] (sodium carbonate). As a reaction SMILES: [C:1]1(=O)[NH:6][C:5](=O)[C:4]2=[CH:8][CH:9]=[CH:10][CH:11]=[C:3]2[CH2:2]1.[Cl-:13].[Cl-:14].C1(P(=O)([O-])[O-])C=CC=CC=1.C(=O)([O-])[O-].[Na+].[Na+]>O>[Cl:13][C:5]1[C:4]2[C:3](=[CH:11][CH:10]=[CH:9][CH:8]=2)[CH:2]=[C:1]([Cl:14])[N:6]=1 |f:1.2.3,4.5.6|. Procedure details: A mixture solution of homophthalimide (10.5 g) and phenylphosphonate dichloride (30 ml) was heated at 110° C. for 2 hr. After the reaction mixture was cooled, water was added thereto, and then the resulting mixture was neutralized with sodium carbonate. The resulting mixture was extracted with ethyl acetate, washed with brine, dried, and then the solvent was evaporated. The resulting residue was purified by silica gel column chromatography (methylene chloride), to give 9.30 g of the title compou... Solvent: O (water).